Dataset: the Open Reaction Database (ORD), a public repository of structured organic reaction records. Task: describe an organic reaction: reactants, conditions, products, and yield Reactants: C(C)(C)(C)OC(=O)NCC(C)(C)C1=CC=C2C=C(C(OC2=C1)C(F)(F)F)C(=O)OCC (ethyl 7-{2-[(tert-butoxycarbonyl)amino]-1,1-dimethylethyl}-2-(trifluoromethyl)-2H-chromene-3-carboxylate), ClCl (Cl2). Solvent: CC(=O)O (HOAc). Conditions: time 4 hour. Product: Cl.ClC=1C=C2C=C(C(OC2=CC1C(CN)(C)C)C(F)(F)F)C(=O)OCC (ethyl 6-chloro-7-{2-[amino]-1,1-dimethylethyl}-2-(trifluoromethyl)-2H-chromene-3-carboxylate hydrochloride). As a reaction SMILES: C(OC([NH:8][CH2:9][C:10]([C:13]1[CH:22]=[C:21]2[C:16]([CH:17]=[C:18]([C:27]([O:29][CH2:30][CH3:31])=[O:28])[CH:19]([C:23]([F:26])([F:25])[F:24])[O:20]2)=[CH:15][CH:14]=1)([CH3:12])[CH3:11])=O)(C)(C)C.[Cl:32]Cl>CC(O)=O>[ClH:32].[Cl:32][C:14]1[CH:15]=[C:16]2[C:21](=[CH:22][C:13]=1[C:10]([CH3:12])([CH3:11])[CH2:9][NH2:8])[O:20][CH:19]([C:23]([F:26])([F:25])[F:24])[C:18]([C:27]([O:29][CH2:30][CH3:31])=[O:28])=[CH:17]2 |f:3.4|. Reported procedure: Into a solution of the title product of Example 120 Step 4 (3.47 g, 7.83 mmoles) in 50 mL of HOAc was bubbled Cl2 gas. After 4 h, N2 gas was bubbled through, Zn dust (2.1 g, 32.1 mg-atm) was added, and the mixture stirred for 1 h. The mixture was concentrated, and the residue chromatographed over silica gel using 10% MeOH—DCM as eluent to give the title compound, 3.61 g, as a white foam.